This data is from the Open Reaction Database (ORD), a public repository of structured organic reaction records. The task is: describe an organic reaction: reactants, conditions, products, and yield The reactants are OC1CCC(CCOC(c2ccccc2)(c2ccccc2)c2ccccc2)CC1, CS(=O)(=O)Cl, ClC(Cl)Cl. Product: CS(=O)(=O)OC1CCC(CCOC(c2ccccc2)(c2ccccc2)c2ccccc2)CC1. Reaction SMILES: [C:1]([c:2]1[cH:3][cH:4][cH:5][cH:6][cH:7]1)([c:8]1[cH:9][cH:10][cH:11][cH:12][cH:13]1)([c:14]1[cH:15][cH:16][cH:17][cH:18][cH:19]1)[O:20][CH2:21][CH2:22][CH:23]1[CH2:24][CH2:25][CH:26]([OH:29])[CH2:27][CH2:28]1.[CH3:30][S:31]([Cl:32])(=[O:33])=[O:34].[CH:35]([Cl:36])([Cl:37])[Cl:38]>>[C:1]([c:2]1[cH:3][cH:4][cH:5][cH:6][cH:7]1)([c:8]1[cH:9][cH:10][cH:11][cH:12][cH:13]1)([c:14]1[cH:15][cH:16][cH:17][cH:18][cH:19]1)[O:20][CH2:21][CH2:22][CH:23]1[CH2:24][CH2:25][CH:26]([O:29][S:31]([CH3:30])(=[O:33])=[O:34])[CH2:27][CH2:28]1. The reactants are CCCCCCCCCCC(O)(CCCCCCCCCC)CCCCCCCCCC, ClCCl, C[Al](C)C, [Cl-], [Cl-], [Cl-], [Cl-], [Ti+4]. Yields the product CCCCCCCCCCC(C)(CCCCCCCCCC)CCCCCCCCCC. Reaction SMILES: [CH2:1]([CH2:2][CH2:3][CH2:4][CH2:5][CH2:6][CH2:7][CH2:8][CH2:9][CH3:10])[C:11]([OH:12])([CH2:13][CH2:14][CH2:15][CH2:16][CH2:17][CH2:18][CH2:19][CH2:20][CH2:21][CH3:22])[CH2:23][CH2:24][CH2:25][CH2:26][CH2:27][CH2:28][CH2:29][CH2:30][CH2:31][CH3:32].[CH2:42]([Cl:43])[Cl:44].[CH3:33][Al:34]([CH3:35])[CH3:36].[Cl-:37].[Cl-:38].[Cl-:39].[Cl-:40].[Ti+4:41]>>[CH2:1]([CH2:2][CH2:3][CH2:4][CH2:5][CH2:6][CH2:7][CH2:8][CH2:9][CH3:10])[C:11]([CH2:13][CH2:14][CH2:15][CH2:16][CH2:17][CH2:18][CH2:19][CH2:20][CH2:21][CH3:22])([CH2:23][CH2:24][CH2:25][CH2:26][CH2:27][CH2:28][CH2:29][CH2:30][CH2:31][CH3:32])[CH3:33]. Reactants: C(C)OC(=O)N1CC2=C(N=NC(=C2)NN)CC1 (3-hydrazino-5,6,7,8-tetrahydro-6-pyrido[4,3-c]pyridazinecarboxylic acid ethyl ester). The solvent is CC(=O)C (acetone). Product: C(C)OC(=O)N1CC2=C(N=NC=C2)C(C1)NN=C(C)C (5,6,7,8-Tetrahydro-8-isopropylidenehydrazino-6-pyrido[4,3-c]pyridazinecarboxylic acid ethyl ester). As a reaction SMILES: [CH2:1]([O:3][C:4]([N:6]1[CH2:17][CH2:16][C:9]2[N:10]=[N:11][C:12](NN)=[CH:13][C:8]=2[CH2:7]1)=[O:5])[CH3:2]>CC(C)=O>[CH2:1]([O:3][C:4]([N:6]1[CH2:17][CH:16]([NH:11][N:10]=[C:9]([CH3:16])[CH3:8])[C:9]2[N:10]=[N:11][CH:12]=[CH:13][C:8]=2[CH2:7]1)=[O:5])[CH3:2]. Procedure: A suspension of 23.7 g of 3-hydrazino-5,6,7,8-tetrahydro-6-pyrido[4,3-c]pyridazinecarboxylic acid ethyl ester in 100 cc of acetone is heated at reflux for 4 hours while stirring. The title compound has a M.P. of 171°-174° (decomp., from methanol). The reactants are OC\1CC(CC\C(=C1)\C1=C(C=NN1C)[N+](=O)[O-])NC(OC(C)(C)C)=O ((E)-tert-butyl 3-hydroxy-5-(1-methyl-4-nitro-1H-pyrazol-5-yl)cyclohept-4-enylcarbamate). Reagents/catalysts: [Pd] (Pd/C). Solvent: CO (MeOH). Product: NC=1C=NN(C1C1CC(CC(CC1)NC(OC(C)(C)C)=O)O)C (tert-butyl 5-(4-amino-1-methyl-1H-pyrazol-5-yl)-3-hydroxycycloheptylcarbamate). RXN SMILES: [OH:1][CH:2]1[CH2:3][CH:4]([NH:18][C:19](=[O:25])[O:20][C:21]([CH3:24])([CH3:23])[CH3:22])[CH2:5][CH2:6][C:7]([C:9]2[N:13]([CH3:14])[N:12]=[CH:11][C:10]=2[N+:15]([O-])=O)=[CH:8]1>CO.[Pd]>[NH2:15][C:10]1[CH:11]=[N:12][N:13]([CH3:14])[C:9]=1[CH:7]1[CH2:6][CH2:5][CH:4]([NH:18][C:19](=[O:25])[O:20][C:21]([CH3:22])([CH3:23])[CH3:24])[CH2:3][CH:2]([OH:1])[CH2:8]1. Procedure details: A solution of (E)-tert-butyl 3-hydroxy-5-(1-methyl-4-nitro-1H-pyrazol-5-yl)cyclohept-4-enylcarbamate (620 mg, 1.76 mmol) in MeOH (40 mL) was passed through the H-Cube® (full H2, 70° C., flow rate: 1 mL/min, 30 mm 10% Pd/C cartridge). The solvent was removed under reduced pressure to afford tert-butyl 5-(4-amino-1-methyl-1H-pyrazol-5-yl)-3-hydroxycycloheptylcarbamate as a yellow oil. To a solution of this amine in DCM (50 mL) was added DIPEA (0.92 mL, 5.28 mmol), PyBOP (1.37 g, 2.64 mmol) and 5-(...